This data is from the Open Reaction Database (ORD), a public repository of structured organic reaction records. The task is: describe an organic reaction: reactants, conditions, products, and yield The reactants are Cl.NC=1NCCCN1 (2-amino-1,4,5,6-tetrahydropyrimidine hydrochloride), [OH-].[Na+] (NaOH), [O-]S(=O)(=O)[O-].[Na+].[Na+] (Na2SO4), ClC1=C(C(=CC=C1)Cl)N=C=O (2,6-dichlorophenyl isocyanate). The solvent is C1CCOC1 (THF), C1CCOC1 (THF). Reaction conditions: time 0.5 hour. Product: Cl.ClC1=C(C(=CC=C1)Cl)NC(=O)NC=1NCCCN1 (N-(2,6-Dichlorophenyl)N'-(1,4,5,6-tetrahydropyrimidin-2-yl)urea Monohydrochloride). Reaction SMILES: Cl.[NH2:2][C:3]1[NH:4][CH2:5][CH2:6][CH2:7][N:8]=1.[OH-].[Na+].[O-]S([O-])(=O)=O.[Na+].[Na+].[Cl:18][C:19]1[CH:24]=[CH:23][CH:22]=[C:21]([Cl:25])[C:20]=1[N:26]=[C:27]=[O:28]>C1COCC1>[ClH:18].[Cl:18][C:19]1[CH:24]=[CH:23][CH:22]=[C:21]([Cl:25])[C:20]=1[NH:26][C:27]([NH:2][C:3]1[NH:8][CH2:7][CH2:6][CH2:5][N:4]=1)=[O:28] |f:0.1,2.3,4.5.6,9.10|. Reported procedure: A mixture of 8.50 g (0.0625 mol) of 2-amino-1,4,5,6-tetrahydropyrimidine hydrochloride, 10.0 g (0.12 mol) of 50% NaOH and 70 ml of THF was stirred for 0.5 hours at room temperature and then 10.0 g Na2SO4 was added. After stirring for an additional 0.5 hours, a solution of 9.4 g (0.050 mol) of 2,6-dichlorophenyl isocyanate in 50 ml of THF was added over a period of 1 hour. After stirring for 1 hour, the reaction mixture was filtered, the filtrate evaporated in vacuo and the residue dissolved in 2... Starting materials: C([O-])([O-])=O.[Na+].[Na+] (sodium carbonate), 1,4-dioxaspiro[4.5]dec-7-en-8-yl-trifluormethane-sulphonic acid ester, tetrakis(triphenyl-phosphine)palladium, FC1=CC=C(C=C1)OB(O)O (4-fluorophenylboric acid), [Cl-].[Li+] (lithium chloride), COCCOC (1,2-dimethoxyethane). Run at temperature 80 celsius, time 8 hour. Product: FC1=CC=C(C=C1)C1=CCC2(OCCO2)CC1 (8-(4-fluorophenyl)-1,4-dioxaspiro[4.5]dec-7-ene). RXN SMILES: C(=O)([O-])[O-].[Na+].[Na+].[F:7][C:8]1[CH:13]=[CH:12][C:11](OB(O)O)=[CH:10][CH:9]=1.[Cl-].[Li+].C[O:21][CH2:22][CH2:23][O:24][CH3:25]>>[F:7][C:8]1[CH:13]=[CH:12][C:11]([C:8]2[CH2:13][CH2:12][C:25]3([O:21][CH2:22][CH2:23][O:24]3)[CH2:10][CH:9]=2)=[CH:10][CH:9]=1 |f:0.1.2,4.5|. Procedure: In an argon-charged flask, 2M sodium carbonate (4.8 mmol), 1,2-dimethoxyethane (8 ml), 4-fluorophenylboric acid (2.8 mmol), lithium chloride (6 mmol), 1,4-dioxaspiro[4.5]dec-7-en-8-yl-trifluormethane-sulphonic acid ester (2 mmol) and tetrakis(triphenyl-phosphine)palladium (0.1 mmol) are combined and stirred overnight at 80° C. The reaction mixture is concentrated in a vacuum and the residue is dispersed in dichloromethane/2M aqueous sodium carbonate solution. The aqueous phase is extracted with ... Starting materials: C(C)(=O)N[C@H](C)C1=C(C=C(C(=O)OC)C=C1)[N+](=O)[O-] (Methyl (R)-4-(1-acetamidoethyl)-3-nitrobenzoate), [H][H] (hydrogen). The reagents and catalysts are [C+4].[OH-].[Pd+2].[OH-].[OH-].[OH-].[OH-].[OH-] (palladium hydroxide carbon). Solvent: CO (methanol). Product: NC=1C=C(C(=O)OC)C=CC1[C@@H](C)NC(C)=O (methyl (R)-3-amino-4-(1-acetamidoethyl)benzoate). Isolated yield 100.3%. As a reaction SMILES: [C:1]([NH:4][C@@H:5]([C:7]1[CH:16]=[CH:15][C:10]([C:11]([O:13][CH3:14])=[O:12])=[CH:9][C:8]=1[N+:17]([O-])=O)[CH3:6])(=[O:3])[CH3:2].[H][H]>[C+4].[OH-].[Pd+2].[OH-].[OH-].[OH-].[OH-].[OH-].CO>[NH2:17][C:8]1[CH:9]=[C:10]([CH:15]=[CH:16][C:7]=1[C@H:5]([NH:4][C:1](=[O:3])[CH3:2])[CH3:6])[C:11]([O:13][CH3:14])=[O:12] |f:2.3.4.5.6.7.8.9|. Procedure details: Methyl (R)-4-(1-acetamidoethyl)-3-nitrobenzoate (1 g) was stirred in a stream of hydrogen at room temperature for 3 hours using 10% palladium hydroxide carbon (0.3 g) in a methanol (20 ml) solution. After the reaction, the catalyst was removed by filtration, and the solvent was evaporated under reduced pressure to give 0.89 g of methyl (R)-3-amino-4-(1-acetamidoethyl)benzoate.